From a dataset of the Open Reaction Database (ORD), a public repository of structured organic reaction records. describe an organic reaction: reactants, conditions, products, and yield Starting materials: C1(=C(C(=CC(=C1)C)C)S(=O)(=O)ON)C (O-(mesitylsulfonyl)hydroxylamine), NC1=NC(=CC=C1)C (2-amino-6-methylpyridine). Yields the product NN1C(C=CC=C1C)=[NH2+].CC1=C(C(=CC(=C1)C)C)S(=O)(=O)[O-] (1-Amino-6-methylpyridin-2(1H)-iminium 2,4,6-trimethylbenzenesulfonate). Procedure details: A solution of O-(mesitylsulfonyl)hydroxylamine (6.45 g, 30.0 mmol) in DCM (30 mL) was stirred at room temperature, then 2-amino-6-methylpyridine (1.08 g, 10.0 mmol) was added slowly. The reaction mixture was stirred at room temperature for 12 h, and filtered to remove the solvent. A yellow solid was collected which was used for the next step without further purification. ESI MS: m/z 124 [M+H]+. As a reaction SMILES: [C:1]1([CH3:14])[CH:6]=[C:5]([CH3:7])[CH:4]=[C:3]([CH3:8])[C:2]=1[S:9]([O:12][NH2:13])(=[O:11])=[O:10].[NH2:15][C:16]1[CH:21]=[CH:20][CH:19]=[C:18]([CH3:22])[N:17]=1>C(Cl)Cl>[NH2:13][N:17]1[C:18]([CH3:22])=[CH:19][CH:20]=[CH:21][C:16]1=[NH2+:15].[CH3:8][C:3]1[CH:4]=[C:5]([CH3:7])[CH:6]=[C:1]([CH3:14])[C:2]=1[S:9]([O-:12])(=[O:11])=[O:10] |f:3.4|. Conditions: time 12 hour. Solvent: C(Cl)Cl (DCM).